Dataset: the Open Reaction Database (ORD), a public repository of structured organic reaction records. Task: describe an organic reaction: reactants, conditions, products, and yield Reactants: C(=C=C)P1(OCC(CO1)(C)C)=O (2-allenyl-5,5-dimethyl-2-oxo-1,3,2-dioxaphosphorinane), Cl (hydrochloric acid), O.NN (hydrazine monohydrate). Run in C(C)#N (acetonitrile). Conditions: time 30 minute. The product is desired product, C(C(=O)C)P1(OCC(CO1)(C)C)=O (2-acetonyl-5,5-dimethyl-2-oxo-1,3,2-dioxaphosphorinane). Reaction SMILES: [CH:1]([P:4]1(=[O:12])[O:9][CH2:8][C:7]([CH3:11])([CH3:10])[CH2:6][O:5]1)=[C:2]=[CH2:3].[OH2:13].NN.Cl>C(#N)C>[CH2:1]([P:4]1(=[O:12])[O:5][CH2:6][C:7]([CH3:10])([CH3:11])[CH2:8][O:9]1)[C:2]([CH3:3])=[O:13] |f:1.2|. Procedure details: 0.69 g (3.7 mmol) of 2-allenyl-5,5-dimethyl-2-oxo-1,3,2-dioxaphosphorinane (II) was dissolved in 3 ml of acetonitrile, and 0.22 g (4.4 mmol) of hydrazine monohydrate was added thereto. The mixture was left for 30 minutes at room temperature. Then, 4.8 g of 10% by weight hydrochloric acid was added thereto and stirred for one hour. The solvent was distilled off to about one-half its initial volume under reduced pressure and the reaction mixture diluted with 30 ml of 20% by weight sodium chloride ... Starting materials: CC(O)c1c(Cl)nc(Cl)nc1Nc1ccccc1S(=O)(=O)C(C)C, ClCCl, O=[Cr](=O)([O-])O[Cr](=O)(=O)[O-], c1cc[nH+]cc1, c1cc[nH+]cc1. Yields the product CC(=O)c1c(Cl)nc(Cl)nc1Nc1ccccc1S(=O)(=O)C(C)C. Reaction SMILES: [Cl:1][c:2]1[n:3][c:4]([NH:12][c:13]2[c:14]([S:19](=[O:20])(=[O:21])[CH:22]([CH3:23])[CH3:24])[cH:15][cH:16][cH:17][cH:18]2)[c:5]([CH:9]([CH3:10])[OH:11])[c:6]([Cl:8])[n:7]1.[Cl:46][CH2:47][Cl:48].[Cr:25]([O:26][Cr:27]([O-:28])(=[O:29])=[O:30])([O-:31])(=[O:32])=[O:33].[nH+:34]1[cH:35][cH:36][cH:37][cH:38][cH:39]1.[nH+:40]1[cH:41][cH:42][cH:43][cH:44][cH:45]1>>[Cl:1][c:2]1[n:3][c:4]([NH:12][c:13]2[c:14]([S:19](=[O:20])(=[O:21])[CH:22]([CH3:23])[CH3:24])[cH:15][cH:16][cH:17][cH:18]2)[c:5]([C:9]([CH3:10])=[O:11])[c:6]([Cl:8])[n:7]1. The reactants are [N+](=O)([O-])CC(C)=O (1-nitro-2-propanone), C(C)(=O)[O-].[NH4+] (ammonium acetate), C(C)OC=C(C(=O)OCC)C(=O)C(=O)OCC (Diethyl ethoxymethyleneoxalacetate), C(C)(=O)[O-].[Na+] (Sodium acetate). The solvent is C(C)O (ethanol), C(C)O (ethanol). Conditions: temperature -10 celsius, time 16 hour. Yields the product CC1=C(C=C(C(=N1)C(=O)OCC)C(=O)OCC)[N+](=O)[O-] (diethyl 6-methyl-5-nitro-2,3-pyridinedicarboxylate). Yield: 18.2%. As a reaction SMILES: C(O[CH:4]=[C:5]([C:11]([C:13]([O:15][CH2:16][CH3:17])=[O:14])=O)[C:6]([O:8][CH2:9][CH3:10])=[O:7])C.[N+:18]([CH2:21][C:22](=O)[CH3:23])([O-:20])=[O:19].C([O-])(=O)C.[Na+].C([O-])(=O)C.[NH4+:34]>C(O)C>[CH3:23][C:22]1[N:34]=[C:11]([C:13]([O:15][CH2:16][CH3:17])=[O:14])[C:5]([C:6]([O:8][CH2:9][CH3:10])=[O:7])=[CH:4][C:21]=1[N+:18]([O-:20])=[O:19] |f:2.3,4.5|. Reported procedure: Diethyl ethoxymethyleneoxalacetate (150.4 g, 0.616 mol, 1 eq) is dissolved in 300 mL absolute ethanol under a nitrogen atmosphere and the mixture is cooled to -10° C. in an ice/acetone bath. Unpurified 1-nitro-2-propanone (prepared by the method of D. Baker and S. Putt, Synthesis, 1978, 478-9, assumed to be 63.448 g, 0.616 mol) dissolved in 100 mL absolute ethanol is then added to the stirred solution. Sodium acetate (101.06 g, 1.232 mol) is then added in portions so that the temperature of the ... Procedure: The title compound was prepared in analogy to Example 1, replacing (2-amino-4,5-difluoro-phenyl)-carbamic acid tert-butyl ester with (2-amino-4-chloro-5-fluoro-phenyl)-carbamic acid tert-butyl ester (([CAS RN 579474-50-3]), Example 47), cyclohexanecarbaldehyde with anisaldehyde ([CAS RN 123-11-5]) and (3-chloro-phenyl)-acetic acid with DL-α-methoxyphenylacetic acid ([CAS RN 7021-09-2]). MS (ISP): 536.3 [M+H]+. RXN SMILES: [CH2:1]([C:8]1[N:12]([CH:13]([CH:23]2[CH2:28][CH2:27][CH2:26][CH2:25][CH2:24]2)[C:14]([NH:16][CH:17]2[CH2:22][CH2:21][CH2:20][CH2:19][CH2:18]2)=[O:15])[C:11]2[CH:29]=[C:30]([Cl:34])[C:31]([F:33])=[CH:32][C:10]=2[N:9]=1)[C:2]1[CH:7]=[CH:6][CH:5]=[CH:4][CH:3]=1.C1([CH:41]=[O:42])CCCCC1.[CH3:43][O:44]C1C=CC(C=O)=CC=1.ClC1C=C(CC(O)=O)C=CC=1.COC(C(O)=O)C1C=CC=CC=1>>[Cl:34][C:30]1[C:31]([F:33])=[CH:32][C:10]2[N:9]=[C:8]([CH:1]([O:44][CH3:43])[C:2]3[CH:7]=[CH:6][CH:5]=[CH:4][CH:3]=3)[N:12]([CH:13]([C:23]3[CH:28]=[CH:27][C:26]([O:42][CH3:41])=[CH:25][CH:24]=3)[C:14]([NH:16][CH:17]3[CH2:18][CH2:19][CH2:20][CH2:21][CH2:22]3)=[O:15])[C:11]=2[CH:29]=1. Yields the product ClC=1C(=CC2=C(N(C(=N2)C(C2=CC=CC=C2)OC)C(C(=O)NC2CCCCC2)C2=CC=C(C=C2)OC)C1)F (2-[6-Chloro-5-fluoro-2-(methoxy-phenyl-methyl)-benzoimidazol-1-yl]-N-cyclohexyl-2-(4-methoxy-phenyl)-acetamide). Reactants: C(C1=CC=CC=C1)C1=NC2=C(N1C(C(=O)NC1CCCCC1)C1CCCCC1)C=C(C(=C2)F)Cl (2-(2-Benzyl-6-chloro-5-fluoro-benzoimidazol-1-yl)-2,N-dicyclohexyl-acetamide), ClC=1C=C(C=CC1)CC(=O)O ((3-chloro-phenyl)-acetic acid), COC(C1=CC=CC=C1)C(=O)O (DL-α-methoxyphenylacetic acid), C1(CCCCC1)C=O (cyclohexanecarbaldehyde), COC=1C=CC(=CC1)C=O (anisaldehyde).